Dataset: the Open Reaction Database (ORD), a public repository of structured organic reaction records. Task: describe an organic reaction: reactants, conditions, products, and yield The reactants are C(C)OC(=O)C=CC1=CC=C(C=C1)C1C(CN(CC1)C(=O)OC(C)(C)C)O (tert-butyl (3 RS,4RS)-4-[4-(2-ethoxycarbonyl-vinyl)-phenyl]-3-hydroxy-piperidine-1-carboxylate), BrCC1=CC2=CC=CC=C2C=C1 (2-bromomethyinaphthalene). Yields the product C(C)OC(=O)C=CC1=CC=C(C=C1)C1C(CN(CC1)C(=O)OC(C)(C)C)OCC1=CC2=CC=CC=C2C=C1 (tert-butyl (3RS,4RS)-4-[4-(2-ethoxycarbonyl-vinyl)-phenyl]-3-(naphthalen-2-ylmethoxy)-piperidine-1-carboxylate). Reaction SMILES: [CH2:1]([O:3][C:4]([CH:6]=[CH:7][C:8]1[CH:13]=[CH:12][C:11]([CH:14]2[CH2:19][CH2:18][N:17]([C:20]([O:22][C:23]([CH3:26])([CH3:25])[CH3:24])=[O:21])[CH2:16][CH:15]2[OH:27])=[CH:10][CH:9]=1)=[O:5])[CH3:2].Br[CH2:29][C:30]1[CH:39]=[CH:38][C:37]2[C:32](=[CH:33][CH:34]=[CH:35][CH:36]=2)[CH:31]=1>>[CH2:1]([O:3][C:4]([CH:6]=[CH:7][C:8]1[CH:9]=[CH:10][C:11]([CH:14]2[CH2:19][CH2:18][N:17]([C:20]([O:22][C:23]([CH3:26])([CH3:25])[CH3:24])=[O:21])[CH2:16][CH:15]2[O:27][CH2:29][C:30]2[CH:39]=[CH:38][C:37]3[C:32](=[CH:33][CH:34]=[CH:35][CH:36]=3)[CH:31]=2)=[CH:12][CH:13]=1)=[O:5])[CH3:2]. Procedure: Alkylation of tert-butyl (3 RS,4RS)-4-[4-(2-ethoxycarbonyl-vinyl)-phenyl]-3-hydroxy-piperidine-1-carboxylate with 2-bromomethyinaphthalene analogously to the procedure described in Example 22(i) gave tert-butyl (3RS,4RS)-4-[4-(2-ethoxycarbonyl-vinyl)-phenyl]-3-(naphthalen-2-ylmethoxy)-piperidine-1-carboxylate as a light yellow resin; MS: 516 (M+H)+. Reactants: [BH4-], O=C1CCNc2nc(Br)ccc21, CCOC(C)=O, CCCCCC, CO, [Na+]. The product is OC1CCNc2nc(Br)ccc21. As a reaction SMILES: [BH4-:13].[Br:1][c:2]1[cH:3][cH:4][c:5]2[c:10]([n:11]1)[NH:9][CH2:8][CH2:7][C:6]2=[O:12].[C:21]([O:22][CH2:23][CH3:24])(=[O:25])[CH3:26].[CH3:15][CH2:16][CH2:17][CH2:18][CH2:19][CH3:20].[CH3:27][OH:28].[Na+:14]>>[Br:1][c:2]1[cH:3][cH:4][c:5]2[c:10]([n:11]1)[NH:9][CH2:8][CH2:7][CH:6]2[OH:12].